Dataset: the Open Reaction Database (ORD), a public repository of structured organic reaction records. Task: describe an organic reaction: reactants, conditions, products, and yield The reactants are CN(CCC#N)c1cccc(F)c1Nc1nc(Cl)ncc1Cl, CC1(C)CCC(=O)Nc2ccc(N)cc21. Yields the product CN(CCC#N)c1cccc(F)c1Nc1nc(Nc2ccc3c(c2)C(C)(C)CCC(=O)N3)ncc1Cl. Reaction SMILES: [Cl:1][c:2]1[n:3][cH:4][c:5]([Cl:22])[c:6]([NH:8][c:9]2[c:10]([N:16]([CH2:17][CH2:18][C:19]#[N:20])[CH3:21])[cH:11][cH:12][cH:13][c:14]2[F:15])[n:7]1.[NH2:23][c:24]1[cH:25][c:26]2[c:27]([cH:36][cH:37]1)[NH:28][C:29](=[O:35])[CH2:30][CH2:31][C:32]2([CH3:33])[CH3:34]>>[c:2]1([NH:23][c:24]2[cH:25][c:26]3[c:27]([cH:36][cH:37]2)[NH:28][C:29](=[O:35])[CH2:30][CH2:31][C:32]3([CH3:33])[CH3:34])[n:3][cH:4][c:5]([Cl:22])[c:6]([NH:8][c:9]2[c:10]([N:16]([CH2:17][CH2:18][C:19]#[N:20])[CH3:21])[cH:11][cH:12][cH:13][c:14]2[F:15])[n:7]1.